Dataset: the Open Reaction Database (ORD), a public repository of structured organic reaction records. Task: describe an organic reaction: reactants, conditions, products, and yield Reactants: BrC=1SC=2C(NCC(CC2N1)(C)C)=O (2-bromo-5,6,7,8-tetrahydro-7,7-dimethylthiazolo[5,4-c]azepin-4-one), CC1(OB(OC1(C)C)C1=CC=NC=C1)C (4-(4,4,5,5-tetramethyl-1,3,2-dioxaborolan-2-yl)pyridine), C([O-])([O-])=O.[Na+].[Na+] (sodium carbonate), P(C(C)(C)C)(C(C)(C)C)C(C)(C)C (P(tBu)3). The reagents and catalysts are C=1C=CC(=CC1)/C=C/C(=O)/C=C/C2=CC=CC=C2.C=1C=CC(=CC1)/C=C/C(=O)/C=C/C2=CC=CC=C2.[Pd] (Pd(DBA)2). Run in O1CCOCC1 (dioxane). Run at temperature 80 celsius, time 8 hour. The product is CC1(CC2=C(C(NC1)=O)SC(=N2)C2=CC=NC=C2)C (5,6,7,8-tetrahydro-7,7-dimethyl-2-(pyridin-4-yl)thiazolo[5,4-c]azepin-4-one). As a reaction SMILES: Br[C:2]1[S:3][C:4]2[C:5](=[O:14])[NH:6][CH2:7][C:8]([CH3:13])([CH3:12])[CH2:9][C:10]=2[N:11]=1.CC1(C)C(C)(C)OB([C:23]2[CH:28]=[CH:27][N:26]=[CH:25][CH:24]=2)O1.C(=O)([O-])[O-].[Na+].[Na+].P(C(C)(C)C)(C(C)(C)C)C(C)(C)C>O1CCOCC1.C1C=CC(/C=C/C(/C=C/C2C=CC=CC=2)=O)=CC=1.C1C=CC(/C=C/C(/C=C/C2C=CC=CC=2)=O)=CC=1.[Pd]>[CH3:12][C:8]1([CH3:13])[CH2:7][NH:6][C:5](=[O:14])[C:4]2[S:3][C:2]([C:23]3[CH:28]=[CH:27][N:26]=[CH:25][CH:24]=3)=[N:11][C:10]=2[CH2:9]1 |f:2.3.4,7.8.9|. Procedure: 2-bromo-5,6,7,8-tetrahydro-7,7-dimethylthiazolo[5,4-c]azepin-4-one (200 mg, 1.0 Eq.), 4-(4,4,5,5-tetramethyl-1,3,2-dioxaborolan-2-yl)pyridine (224 mg, 1.5 Eq.), Pd(DBA)2 (42 mg, 0.1 Eq.) and sodium carbonate (2M aq., 1090 μl, 3.0 Eq.) were suspended/dissolved in dioxane (4 mL). The system was degassed using vacuum/N2 cycles three times. P(tBu)3 (42 mg, 0.1 Eq.) was then added and the reaction mixture stirred at 80° C. overnight. The reaction mixture was allowed to cool to room temperature. The r... The reactants are C=CC1=CC=CC=C1 (styrene), C(C=C)(=O)OCCCC (butyl acrylate), C(CCCCCCCCCCC)S (1-dodecanethiol), C(C=C)(=O)OCCCCCCCCCCOC(C=C)=O (1,10-decanediol diacrylate). Solvent: O (water). Reaction conditions: time 2 hour. The product is C=CC1=CC=CC=C1.C(C=C)(=O)OCCCC (Styrene n-Butyl Acrylate). As a reaction SMILES: [CH2:1]=[CH:2][C:3]1[CH:8]=[CH:7][CH:6]=[CH:5][CH:4]=1.[C:9]([O:13][CH2:14][CH2:15][CH2:16][CH3:17])(=[O:12])[CH:10]=[CH2:11].C(S)CCCCCCCCCCC.C(OCCCCCCCCCCOC(=O)C=C)(=O)C=C>O>[CH2:1]=[CH:2][C:3]1[CH:8]=[CH:7][CH:6]=[CH:5][CH:4]=1.[C:9]([O:13][CH2:14][CH2:15][CH2:16][CH3:17])(=[O:12])[CH:10]=[CH2:11] |f:5.6|. Procedure: Separately, the monomer emulsion was prepared in the following manner. 217 g of styrene, 52.0 g of butyl acrylate, 2.84 modified indigo, 8.1 g of β-CEA, 1.8 g of 1-dodecanethiol, 0.95 g of 1,10-decanediol diacrylate (ADOD), 4.6 g of Dowfax 2A1 (anionic surfactant), and 128.3 g of deionized water were mixed to form an emulsion. 1% of the above emulsion was then slowly fed into the reactor containing the aqueous surfactant phase at 80° C. to form the “seeds” while being purged with nitrogen. The i... The reactants are ClC1=CC=C(C=C1)NCC(=O)OC(C)(C)C (tert-butyl 2-[(4-chlorophenyl)amino]acetate), CC=1C=C(C=CC1)NC(NCC(=O)O)=O (2-[3-(3-methylphenyl)-ureido]acetic acid), S(=O)(Cl)Cl (thionyl chloride). The product is ClC1=CC=C(C=C1)N(C(CNC(=O)NC1=CC(=CC=C1)C)=O)CC(=O)OC(C)(C)C (tert-butyl 2-{N-(4-chlorophenyl)-2-[3-(3-methylphenyl)ureido]acetamido}acetate). Isolated yield 15.5%. Reaction SMILES: [Cl:1][C:2]1[CH:7]=[CH:6][C:5]([NH:8][CH2:9][C:10]([O:12][C:13]([CH3:16])([CH3:15])[CH3:14])=[O:11])=[CH:4][CH:3]=1.[CH3:17][C:18]1[CH:19]=[C:20]([NH:24][C:25](=[O:31])[NH:26][CH2:27][C:28](O)=[O:29])[CH:21]=[CH:22][CH:23]=1.S(Cl)(Cl)=O>>[Cl:1][C:2]1[CH:3]=[CH:4][C:5]([N:8]([CH2:9][C:10]([O:12][C:13]([CH3:16])([CH3:15])[CH3:14])=[O:11])[C:28](=[O:29])[CH2:27][NH:26][C:25]([NH:24][C:20]2[CH:21]=[CH:22][CH:23]=[C:18]([CH3:17])[CH:19]=2)=[O:31])=[CH:6][CH:7]=1. Procedure details: The procedure used is similar to that described in Example 17, but starting with tert-butyl 2-[(4-chlorophenyl)amino]acetate (1.8 g), 2-[3-(3-methylphenyl)-ureido]acetic acid (1.56 g) and thionyl chloride (0.89 g). The product obtained is purified by chromatography on silica (0.04-0.063 mm) (60 g) contained in a column 2.5 cm in diameter [eluent: cyclohexane/ethyl acetate (80:20 by volume)], using an excess pressure of nitrogen of 40 kPa and collecting 20-cc fractions. Fractions 21 to 25 are com... The solvent is C(C)(=O)OCC (ethyl acetate). Reaction conditions: temperature 100 celsius, time 24 hour. Reported procedure: A mixture consisting of 3.73 g of 1-acetyl-4-(4-fluorobenzoyl)piperidine and 3.0 ml of piperidine was stirred at 100° C. for 24 hours and the reaction mixture was then dissolved in 100 ml of ethyl acetate. The solution was washed with a saturated aqueous solution of sodium hydrogen carbonate and water in that order and the organic layer was dried over anhydrous magnesium sulfate. The solvent was then removed and the residue was recrystallized from ethyl acetatehexane to give 3.7 g of the title c... Reaction SMILES: [C:1]([N:4]1[CH2:9][CH2:8][CH:7]([C:10](=[O:18])[C:11]2[CH:16]=[CH:15][C:14](F)=[CH:13][CH:12]=2)[CH2:6][CH2:5]1)(=[O:3])[CH3:2].[NH:19]1[CH2:24][CH2:23][CH2:22][CH2:21][CH2:20]1>C(OCC)(=O)C>[C:1]([N:4]1[CH2:9][CH2:8][CH:7]([C:10](=[O:18])[C:11]2[CH:16]=[CH:15][C:14]([N:19]3[CH2:24][CH2:23][CH2:22][CH2:21][CH2:20]3)=[CH:13][CH:12]=2)[CH2:6][CH2:5]1)(=[O:3])[CH3:2]. Reactants: C(C)(=O)N1CCC(CC1)C(C1=CC=C(C=C1)F)=O (1-acetyl-4-(4-fluorobenzoyl)piperidine), N1CCCCC1 (piperidine). Yields the product C(C)(=O)N1CCC(CC1)C(C1=CC=C(C=C1)N1CCCCC1)=O (1-Acetyl-4-(4-piperidinobenzoyl)piperidine). The reactants are [Si](C)(C)(C(C)(C)C)OCC(CCN1C2=NC(=NC(=C2N=C1)NOC)C(C1=CC=CC=C1)(C1=CC=CC=C1)C1=CC=CC=C1)OC(C1=CC(=CC=C1)OC)(C1=CC=CC=C1)C1=CC=CC=C1 ((±)-9-[(1-tert-Butyldimethylsilyloxymethyl)(3-monomethoxytrityloxy)propyl]-N6-monomethoxytrityladenine), [F-].C(CCC)[N+](CCCC)(CCCC)CCCC (tetrabutyl ammonium fluoride). The solvent is C1CCOC1 (THF). Conditions: time 2 hour. The product is OCC(CCN1C2=NC(=NC(=C2N=C1)NOC)C(C1=CC=CC=C1)(C1=CC=CC=C1)C1=CC=CC=C1)OC(C1=CC(=CC=C1)OC)(C1=CC=CC=C1)C1=CC=CC=C1 ((±)-9-[(1-Hydroxymethyl)(3-monomethoxytrityloxy)propyl]-N6-monomethoxytrityladenine). Yield: 96.1%. RXN SMILES: [Si]([O:8][CH2:9][CH:10]([O:44][C:45]([C:60]1[CH:65]=[CH:64][CH:63]=[CH:62][CH:61]=1)([C:54]1[CH:59]=[CH:58][CH:57]=[CH:56][CH:55]=1)[C:46]1[CH:51]=[CH:50][CH:49]=[C:48]([O:52][CH3:53])[CH:47]=1)[CH2:11][CH2:12][N:13]1[CH:21]=[N:20][C:19]2[C:14]1=[N:15][C:16]([C:25]([C:38]1[CH:43]=[CH:42][CH:41]=[CH:40][CH:39]=1)([C:32]1[CH:37]=[CH:36][CH:35]=[CH:34][CH:33]=1)[C:26]1[CH:31]=[CH:30][CH:29]=[CH:28][CH:27]=1)=[N:17][C:18]=2[NH:22][O:23][CH3:24])(C(C)(C)C)(C)C.[F-].C([N+](CCCC)(CCCC)CCCC)CCC>C1COCC1>[OH:8][CH2:9][CH:10]([O:44][C:45]([C:60]1[CH:61]=[CH:62][CH:63]=[CH:64][CH:65]=1)([C:54]1[CH:59]=[CH:58][CH:57]=[CH:56][CH:55]=1)[C:46]1[CH:51]=[CH:50][CH:49]=[C:48]([O:52][CH3:53])[CH:47]=1)[CH2:11][CH2:12][N:13]1[CH:21]=[N:20][C:19]2[C:14]1=[N:15][C:16]([C:25]([C:38]1[CH:43]=[CH:42][CH:41]=[CH:40][CH:39]=1)([C:26]1[CH:31]=[CH:30][CH:29]=[CH:28][CH:27]=1)[C:32]1[CH:33]=[CH:34][CH:35]=[CH:36][CH:37]=1)=[N:17][C:18]=2[NH:22][O:23][CH3:24] |f:1.2|. Procedure details: A solution of 15 (10.6 g, 12.02 mmol) in THF (120 mL) is treated with tetrabutyl ammonium fluoride (1M in THF, 12.1 mL) and the reaction mixture stirred at room temperature for 2 h followed by concentration. The residue is purified on a silica gel column using ethyl acetate:hexanes:methanol (1:1:0 to 1:1:0.1) to give 8.87 g (96%) of 16 as a white solid: 1H NMR (DMSO-d6): δ 8.21 (s, 1H), 7.92 (s, 1H), 7.38-7.05 (m, 25H), 6.89 (d, J=9.1 Hz, 2H), 6.82 (d, J=9.0 Hz, 2H), 5.09 (t, J=5.4 Hz, 1H), 4.88... Starting materials: [H-].[Na+] (sodium hydride), C(C)(=O)NC=1SC(=CN1)Cl (2-acetamido-5-chlorothiazole), COCCBr (2-bromoethyl methyl ether). Solvent: C(C)(=O)OCC (ethyl acetate), C1CCOC1.CN(C)C=O (THF DMF). Reaction conditions: time 15 minute. Product: ClC1=CN(C(S1)=NC(C)=O)CCOC (N-[5-chloro-3-(2-methoxyethyl)-1,3-thiazol-2(3H)-ylidene]acetamide). Yield: 39.9%. Reaction SMILES: [C:1]([NH:4][C:5]1[S:6][C:7]([Cl:10])=[CH:8][N:9]=1)(=[O:3])[CH3:2].[H-].[Na+].[CH3:13][O:14][CH2:15][CH2:16]Br>C1COCC1.CN(C=O)C.C(OCC)(=O)C>[Cl:10][C:7]1[S:6][C:5](=[N:4][C:1](=[O:3])[CH3:2])[N:9]([CH2:16][CH2:15][O:14][CH3:13])[CH:8]=1 |f:1.2,4.5|. Reported procedure: A flask was charged with 2-acetamido-5-chlorothiazole (Lancaster, 19.3 g, 110 mmol) in 200 mL of 2:1 THF/DMF. To the solution was added sodium hydride (60% dispersion in mineral oil, 5.44 g, 142 mmol). The mixture was stirred at room temperature for 15 min and then 2-bromoethyl methyl ether (18.3 g, 131 mmol) was added. The reaction mixture was warmed to 85° C. and stirred overnight. After cooling to room temperature, the mixture was diluted with ethyl acetate and washed with water. The organic ... Reactants: C(C(C)(C)C)(=O)Cl (pivaloyl chloride), Cl (hydrochloric acid), OC1=C2CCCC(C2=CC=C1)=O (5-hydroxy-1-tetralone). The reagents and catalysts are CN(C1=CC=NC=C1)C (4-dimethylaminopyridine). The solvent is N1=CC=CC=C1 (pyridine). Reaction conditions: time 8 hour. Yields the product C(C(C)(C)C)(=O)OC1=C2CCCC(C2=CC=C1)=O (5-pivaloyloxy-1,2,3,4-tetrahydronaphthalen-1-one). Reaction SMILES: [OH:1][C:2]1[CH:11]=[CH:10][CH:9]=[C:8]2[C:3]=1[CH2:4][CH2:5][CH2:6][C:7]2=[O:12].[C:13](Cl)(=[O:18])[C:14]([CH3:17])([CH3:16])[CH3:15].Cl>CN(C)C1C=CN=CC=1.N1C=CC=CC=1>[C:13]([O:1][C:2]1[CH:11]=[CH:10][CH:9]=[C:8]2[C:3]=1[CH2:4][CH2:5][CH2:6][C:7]2=[O:12])(=[O:18])[C:14]([CH3:17])([CH3:16])[CH3:15]. Procedure details: To a pyridine (180 ml) solution of 5-hydroxy-1-tetralone (30.0 g), 4-dimethylaminopyridine (1.13 g) was added, and pivaloyl chloride (25.0 ml) was added thereto under ice-cooling, followed by stirring at room temperature overnight. The reaction mixture was ice-cooled, and a concentrated hydrochloric acid was added thereto, followed by extracting with ethyl acetate. The extract was washed with water and saturated saline in this order, dried with anhydrous magnesium sulfate, and concentrated. The ...